Dataset: the Open Reaction Database (ORD), a public repository of structured organic reaction records. Task: describe an organic reaction: reactants, conditions, products, and yield The reactants are O=C([O-])[O-], CC(C)(C)OC(=O)C(C)(C)Br, CN(C)C=O, [K+], [K+], O=C1c2ccccc2C(=O)N1CCCc1csc(S)n1. Reaction SMILES: [C:21](=[O:22])([O-:23])[O-:24].[C:27]([CH3:28])([CH3:29])([CH3:30])[O:31][C:32]([C:33]([CH3:34])([CH3:35])[Br:36])=[O:37].[CH3:38][N:39]([CH3:40])[CH:41]=[O:42].[K+:25].[K+:26].[SH:1][c:2]1[s:3][cH:4][c:5]([CH2:7][CH2:8][CH2:9][N:10]2[C:11](=[O:20])[c:12]3[c:13]([cH:16][cH:17][cH:18][cH:19]3)[C:14]2=[O:15])[n:6]1>>[S:1]([c:2]1[s:3][cH:4][c:5]([CH2:7][CH2:8][CH2:9][N:10]2[C:11](=[O:20])[c:12]3[c:13]([cH:16][cH:17][cH:18][cH:19]3)[C:14]2=[O:15])[n:6]1)[C:33]([C:32]([O:31][C:27]([CH3:28])([CH3:29])[CH3:30])=[O:37])([CH3:34])[CH3:35]. Yields the product CC(C)(C)OC(=O)C(C)(C)Sc1nc(CCCN2C(=O)c3ccccc3C2=O)cs1. Starting materials: CCCC[N+](CCCC)(CCCC)CCCC, CS(=O)(=O)Cl, Cl, [F-], COCN(c1cc(Cl)cnc1C(=O)c1ccccc1N)S(=O)(=O)c1ccc(Cl)c(C(F)(F)F)c1, c1ccncc1. Yields the product COCN(c1cc(Cl)cnc1C(=O)c1ccccc1NS(C)(=O)=O)S(=O)(=O)c1ccc(Cl)c(C(F)(F)F)c1. RXN SMILES: [CH2:42]([N+:43]([CH2:44][CH2:45][CH2:46][CH3:47])([CH2:48][CH2:49][CH2:50][CH3:51])[CH2:52][CH2:53][CH2:54][CH3:55])[CH2:56][CH2:57][CH3:58].[CH3:35][S:36]([Cl:37])(=[O:38])=[O:39].[ClH:40].[F-:41].[NH2:1][c:2]1[c:3]([C:4](=[O:5])[c:6]2[n:7][cH:8][c:9]([Cl:30])[cH:10][c:11]2[N:12]([S:13](=[O:14])(=[O:15])[c:16]2[cH:17][c:18]([C:23]([F:24])([F:25])[F:26])[c:19]([Cl:22])[cH:20][cH:21]2)[CH2:27][O:28][CH3:29])[cH:31][cH:32][cH:33][cH:34]1.[cH:59]1[cH:60][cH:61][n:62][cH:63][cH:64]1>>[NH:1]([c:2]1[c:3]([C:4](=[O:5])[c:6]2[n:7][cH:8][c:9]([Cl:30])[cH:10][c:11]2[N:12]([S:13](=[O:14])(=[O:15])[c:16]2[cH:17][c:18]([C:23]([F:24])([F:25])[F:26])[c:19]([Cl:22])[cH:20][cH:21]2)[CH2:27][O:28][CH3:29])[cH:31][cH:32][cH:33][cH:34]1)[S:36]([CH3:35])(=[O:38])=[O:39]. Starting materials: Cl.NO (hydroxylamine hydrochloride), C([O-])([O-])=O.[Na+].[Na+] (sodium carbonate), ClC1=CC(=C(C=C1)C1=CC=C(C=C1)C(CCC(=O)O)=O)F (4-(4′-chloro-2′-fluoro-biphenyl-4-yl)-4-oxo-butyric acid). Solvent: C(C)O (ethanol). Product: ClC1=CC(=C(C=C1)C1=CC=C(C=C1)C(CCC(=O)O)=NO)F (4-(4′-chloro-2′-fluoro-biphenyl-4-yl)-4-hydroxyimino-butyric acid). Yield: 85.6%. As a reaction SMILES: [Cl:1][C:2]1[CH:7]=[CH:6][C:5]([C:8]2[CH:13]=[CH:12][C:11]([C:14](=O)[CH2:15][CH2:16][C:17]([OH:19])=[O:18])=[CH:10][CH:9]=2)=[C:4]([F:21])[CH:3]=1.Cl.[NH2:23][OH:24].C(=O)([O-])[O-].[Na+].[Na+]>C(O)C>[Cl:1][C:2]1[CH:7]=[CH:6][C:5]([C:8]2[CH:13]=[CH:12][C:11]([C:14](=[N:23][OH:24])[CH2:15][CH2:16][C:17]([OH:19])=[O:18])=[CH:10][CH:9]=2)=[C:4]([F:21])[CH:3]=1 |f:1.2,3.4.5|. Procedure details: In a manner similar to Example 4, Step (c), 4-(4′-chloro-2′-fluoro-biphenyl-4-yl)-4-oxo-butyric acid (1.100 g, 0.00359 mol) was allowed to react with hydroxylamine hydrochloride (0.300 g, 0.00432 mol) in the presence of sodium carbonate (0.458 g, 0.00432 mol) in absolute ethanol (20 mL) to give 0.989 g of 4-(4′-chloro-2′-fluoro-biphenyl-4-yl)-4-hydroxyimino-butyric acid as an off-white solid; mp 147.5-149.5° C. Reactants: N1(CCOCC1)CC1=CC=C(C=C1)N1CCC2(OCCO2)CC1 (8-(4-Morpholin-4-ylmethyl-phenyl)-1,4-dioxa-8-aza-spiro{4,5}decane), [OH-].[Na+] (NaOH). The solvent is Cl (HCl). Run at temperature 100 celsius. The product is N1(CCOCC1)CC1=CC=C(C=C1)N1CCC(CC1)=O (1-(4-Morpholin-4-ylmethyl-phenyl)-piperidin-4-one). Yield: 110.9%. Reaction SMILES: [N:1]1([CH2:7][C:8]2[CH:13]=[CH:12][C:11]([N:14]3[CH2:23][CH2:22][C:17]4(OCC[O:18]4)[CH2:16][CH2:15]3)=[CH:10][CH:9]=2)[CH2:6][CH2:5][O:4][CH2:3][CH2:2]1.[OH-].[Na+]>Cl>[N:1]1([CH2:7][C:8]2[CH:9]=[CH:10][C:11]([N:14]3[CH2:15][CH2:16][C:17](=[O:18])[CH2:22][CH2:23]3)=[CH:12][CH:13]=2)[CH2:6][CH2:5][O:4][CH2:3][CH2:2]1 |f:1.2|. Procedure details: The product of Example 14 (4.5 g) was treated with 6 M HCl (50 mL), heated to 100° C. for 90 min, and then cooled to room temperature. The resulting solution was basified with 10% aqueous NaOH to pH 11, and extracted with DCM (3×5 mL). The combined extracts were dried (MgSO4), and concentrated under reduced pressure, giving the title compound as a brown gummy solid (4.3 g).